Dataset: the Open Reaction Database (ORD), a public repository of structured organic reaction records. Task: describe an organic reaction: reactants, conditions, products, and yield Starting materials: c1ccc(CN2CCN(c3ncc4c(n3)CCC4)CC2)cc1, CCO. The product is c1nc(N2CCNCC2)nc2c1CCC2. As a reaction SMILES: [CH2:1]([c:2]1[cH:3][cH:4][cH:5][cH:6][cH:7]1)[N:8]1[CH2:9][CH2:10][N:11]([c:14]2[n:15][c:16]3[c:17]([cH:18][n:19]2)[CH2:20][CH2:21][CH2:22]3)[CH2:12][CH2:13]1.[CH3:23][CH2:24][OH:25]>>[NH:8]1[CH2:9][CH2:10][N:11]([c:14]2[n:15][c:16]3[c:17]([cH:18][n:19]2)[CH2:20][CH2:21][CH2:22]3)[CH2:12][CH2:13]1. Reactants: [Si](C)(C)(C(C)(C)C)OCC1=CC=2C(=C3C=CC(=NC3=C(N2)N)Cl)C=C1 (8-((tert-butyldimethylsilyloxy)methyl)-3-chlorobenzo[f][1,7]naphthyridin-5-amine), CCCC[N+](CCCC)(CCCC)CCCC.[F-] (TBAF). Solvent: C1CCOC1 (THF). Yields the product NC1=NC2=C(C=3C=CC(=NC13)Cl)C=CC(=C2)CO ((5-amino-3-chlorobenzo[f][1,7]naphthyridin-8-yl)methanol). RXN SMILES: [Si]([O:8][CH2:9][C:10]1[CH:25]=[CH:24][C:13]2=[C:14]3[C:19](=[C:20]([NH2:22])[N:21]=[C:12]2[CH:11]=1)[N:18]=[C:17]([Cl:23])[CH:16]=[CH:15]3)(C(C)(C)C)(C)C.CCCC[N+](CCCC)(CCCC)CCCC.[F-]>C1COCC1>[NH2:22][C:20]1[C:19]2[N:18]=[C:17]([Cl:23])[CH:16]=[CH:15][C:14]=2[C:13]2[CH:24]=[CH:25][C:10]([CH2:9][OH:8])=[CH:11][C:12]=2[N:21]=1 |f:1.2|. Procedure details: A solution of 8-((tert-butyldimethylsilyloxy)methyl)-3-chlorobenzo[f][1,7]naphthyridin-5-amine (from the previous step) (1.0 eq.) and TBAF (1.1 eq.) in THF was stiffed at ambient temperature overnight. The reaction was quenched with saturated NaHCO3. The two phases were separated, and the aqueous layer was extracted twice with Et2O. The combined organic layers were washed with brine, dried over anhydrous MgSO4, and concentrated en vacuo. The crude material was purified by flash chromatography on... The reactants are BrC=1C=NN2C1C(=CC(=C2)C=2C=NN(C2)C)O (3-bromo-6-(1-methyl-1H-pyrazol-4-yl)pyrazolo[1,5-a]pyridin-4-ol), BrCC1CN(CCC1)C(=O)OC(C)(C)C (tert-butyl 3-(bromomethyl)piperidine-1-carboxylate), [H-].[Na+] (NaH). The solvent is CN(C)C=O (DMF). Reaction conditions: temperature 60 celsius, time 2 hour. Yields the product BrC=1C=NN2C1C(=CC(=C2)C=2C=NN(C2)C)OCC2CN(CCC2)C(=O)OC(C)(C)C (tert-butyl 3-({[3-bromo-6-(1-methyl-1H-pyrazol-4-yl)pyrazolo[1,5-a]pyridin-4-yl]oxy}methyl)piperidine-1-carboxylate). Reaction SMILES: [Br:1][C:2]1[CH:3]=[N:4][N:5]2[CH:10]=[C:9]([C:11]3[CH:12]=[N:13][N:14]([CH3:16])[CH:15]=3)[CH:8]=[C:7]([OH:17])[C:6]=12.Br[CH2:19][CH:20]1[CH2:25][CH2:24][CH2:23][N:22]([C:26]([O:28][C:29]([CH3:32])([CH3:31])[CH3:30])=[O:27])[CH2:21]1.[H-].[Na+]>CN(C=O)C>[Br:1][C:2]1[CH:3]=[N:4][N:5]2[CH:10]=[C:9]([C:11]3[CH:12]=[N:13][N:14]([CH3:16])[CH:15]=3)[CH:8]=[C:7]([O:17][CH2:19][CH:20]3[CH2:25][CH2:24][CH2:23][N:22]([C:26]([O:28][C:29]([CH3:30])([CH3:32])[CH3:31])=[O:27])[CH2:21]3)[C:6]=12 |f:2.3|. Procedure details: 3-bromo-6-(1-methyl-1H-pyrazol-4-yl)pyrazolo[1,5-a]pyridin-4-ol (60.0 mg, 0.205 mmol), tert-butyl 3-(bromomethyl)piperidine-1-carboxylate (114 mg, 0.410 mmol), and NaH (29.5 mg, 0.737 mmol) were suspended in DMF (2 ml), then heated to 60° C. After 2 h, the reaction mixture was quenched with 1 ml of saturated aqueous ammonium chloride, diluted in ethyl acetate, washed with saturated aqueous sodium bicarbonate and brine. The combined aqueous layers were extracted with ethyl acetate (1×30 mL), and ... Starting materials: ClC1=CC=C(C=C1)N1N=CC(=C1C)C(=O)O (1-(4-chlorophenyl)-5-methylpyrazole-4-carboxylic acid), NC=1C=CC(=C(C#N)C1)N1CCC(CC1)N(CCO)CCO (5-amino-2-{4-[N,N-bis(2-hydroxyethyl)amino]piperidin-1-yl}benzonitrile). Product: OCCN(CCO)C1CCN(CC1)C1=C(C=C(C=C1)NC(=O)C=1C=NN(C1C)C1=CC=C(C=C1)Cl)C#N (N-(4-{4-[N,N-Bis(2-hydroxyethyl)amino]piperidin-1-yl}-3-cyanophenyl)-1-(4-chlorophenyl)-5-methylpyrazole-4-carboxamide). Yield: 9.7%. Reaction SMILES: [Cl:1][C:2]1[CH:7]=[CH:6][C:5]([N:8]2[C:12]([CH3:13])=[C:11]([C:14]([OH:16])=O)[CH:10]=[N:9]2)=[CH:4][CH:3]=1.[NH2:17][C:18]1[CH:19]=[CH:20][C:21]([N:26]2[CH2:31][CH2:30][CH:29]([N:32]([CH2:36][CH2:37][OH:38])[CH2:33][CH2:34][OH:35])[CH2:28][CH2:27]2)=[C:22]([CH:25]=1)[C:23]#[N:24]>>[OH:35][CH2:34][CH2:33][N:32]([CH:29]1[CH2:30][CH2:31][N:26]([C:21]2[CH:20]=[CH:19][C:18]([NH:17][C:14]([C:11]3[CH:10]=[N:9][N:8]([C:5]4[CH:4]=[CH:3][C:2]([Cl:1])=[CH:7][CH:6]=4)[C:12]=3[CH3:13])=[O:16])=[CH:25][C:22]=2[C:23]#[N:24])[CH2:27][CH2:28]1)[CH2:36][CH2:37][OH:38]. Procedure details: By the reaction and treatment in the same manner as in Example 64 using 1-(4-chlorophenyl)-5-methylpyrazole-4-carboxylic acid (1.0 g) and 5-amino-2-{4-[N,N-bis(2-hydroxyethyl)amino]piperidin-1-yl}benzonitrile (1.2 g), the title compound (0.2 g) was obtained, melting point: 230–233° C. The reactants are Clc1nc2ccccc2o1, CCOC(=O)Cc1ccc(N)c(Cl)n1, Cc1ccccc1C. The product is CCOC(=O)Cc1ccc(Nc2nc3ccccc3o2)c(Cl)n1. Reaction SMILES: [Cl:1][c:2]1[o:3][c:4]2[c:5]([n:6]1)[cH:7][cH:8][cH:9][cH:10]2.[NH2:11][c:12]1[c:13]([Cl:24])[n:14][c:15]([CH2:18][C:19](=[O:20])[O:21][CH2:22][CH3:23])[cH:16][cH:17]1.[c:25]1([CH3:26])[c:27]([CH3:28])[cH:29][cH:30][cH:31][cH:32]1>>[c:2]1([NH:11][c:12]2[c:13]([Cl:24])[n:14][c:15]([CH2:18][C:19](=[O:20])[O:21][CH2:22][CH3:23])[cH:16][cH:17]2)[o:3][c:4]2[c:5]([n:6]1)[cH:7][cH:8][cH:9][cH:10]2. The reactants are [Br-], CC(=O)[CH-]C(C)=O, CCCCC[Mg+], C1CCOC1, CN1CCCC1=O, [Cl-], CC(C)(C)OC(=O)N1CCC(Oc2cc(Cl)cc3cccnc23)CC1, [Fe+3], [NH4+]. The product is CCCCCc1cc(OC2CCN(C(=O)OC(C)(C)C)CC2)c2ncccc2c1. Reaction SMILES: [Br-:33].[CH-:48]([C:49](=[O:50])[CH3:51])[C:52](=[O:53])[CH3:54].[CH2:34]([CH2:35][CH2:36][CH2:37][CH3:38])[Mg+:39].[CH2:42]1[O:43][CH2:44][CH2:45][CH2:46]1.[CH3:26][N:27]1[CH2:28][CH2:29][CH2:30][C:31]1=[O:32].[Cl-:40].[Cl:1][c:2]1[cH:3][c:4]2[cH:5][cH:6][cH:7][n:8][c:9]2[c:10]([O:12][CH:13]2[CH2:14][CH2:15][N:16]([C:19](=[O:20])[O:21][C:22]([CH3:23])([CH3:24])[CH3:25])[CH2:17][CH2:18]2)[cH:11]1.[Fe+3:47].[NH4+:41]>>[c:2]1([CH2:34][CH2:35][CH2:36][CH2:37][CH3:38])[cH:3][c:4]2[cH:5][cH:6][cH:7][n:8][c:9]2[c:10]([O:12][CH:13]2[CH2:14][CH2:15][N:16]([C:19](=[O:20])[O:21][C:22]([CH3:23])([CH3:24])[CH3:25])[CH2:17][CH2:18]2)[cH:11]1. Starting materials: C(C1=CC=CC=C1)OCC(COCC1=CC=CC=C1)=O (1,3-dibenzyloxy-2-propanone), ketone, FC(F)(F)[Si](C)(C)C ((trifluoromethyl)trimethylsilane), CCCC[N+](CCCC)(CCCC)CCCC.[F-] (TBAF), O.O.O.[F-].C(CCC)[N+](CCCC)(CCCC)CCCC (Tetrabutylammonium fluoride trihydrate), CCCC[N+](CCCC)(CCCC)CCCC.[F-] (TBAF). The solvent is C1(=CC=CC=C1)C (toluene), C1CCOC1 (THF). Run at time 3 minute. The product is FC(C(COCC1=CC=CC=C1)(O)COCC1=CC=CC=C1)(F)F (1,1,1-Trifluoro-3-[(phenylmethyl)oxy]-2-{[(phenylmethyl)oxy]methyl}-2-propanol). Yield: 101.8%. RXN SMILES: O.O.O.[F-].C([N+](CCCC)(CCCC)CCCC)CCC.[CH2:22]([O:29][CH2:30][C:31](=[O:41])[CH2:32][O:33][CH2:34][C:35]1[CH:40]=[CH:39][CH:38]=[CH:37][CH:36]=1)[C:23]1[CH:28]=[CH:27][CH:26]=[CH:25][CH:24]=1.[F:42][C:43]([Si](C)(C)C)([F:45])[F:44].CCCC[N+](CCCC)(CCCC)CCCC.[F-]>C1COCC1.C1(C)C=CC=CC=1>[F:42][C:43]([F:45])([F:44])[C:31]([CH2:32][O:33][CH2:34][C:35]1[CH:40]=[CH:39][CH:38]=[CH:37][CH:36]=1)([OH:41])[CH2:30][O:29][CH2:22][C:23]1[CH:24]=[CH:25][CH:26]=[CH:27][CH:28]=1 |f:0.1.2.3.4,7.8|. Reported procedure: Tetrabutylammonium fluoride trihydrate (TBAF 3H2O) (2.9 g, 0.5 equivalent) was dissolved in THF (5 ml). This was added cautiously to a stirred and cooled (+15° C.) solution of 1,3-dibenzyloxy-2-propanone in toluene (24.65 g, equivalent to 5 g of the ketone) and (trifluoromethyl)trimethylsilane (7.5 ml). There was an exotherm and a lot of gas evolution on addition of the first 1 ml of TBAF solution. The temperature rose from 18 to 40° C. The TBAF addition was carried out over 3 minutes and then t...